This data is from the Open Reaction Database (ORD), a public repository of structured organic reaction records. The task is: describe an organic reaction: reactants, conditions, products, and yield Yield: 55.0%. Yields the product ClC1=C(C=C(C=C1C(C)CCO)C#N)NC1=NN2C(C(=N1)NC1CC1)=NC=C2C#N (2-((2-chloro-5-cyano-3-(4-hydroxybutan-2-yl)phenyl)amino)-4-(cyclopropylamino)imidazo[2,1-f][1,2,4]triazine-7-carbonitrile). Reported procedure: 2-((2-chloro-5-cyano-3-(4-hydroxybutan-2-yl)phenyl)amino)-4-(cyclopropyl(4-methoxybenzyl)amino)imidazo[2,1-f][1,2,4]triazine-7-carbonitrile (25 mg, 0.046 mmol) was taken up in DCE (0.5 mL) and anisole (10.06 μl, 0.092 mmol) was added, followed by TFA (0.142 mL, 1.842 mmol). The reaction was heated at 50° C. for 2 h. The solvent was removed in vacuo and the material dissolved in 2N NH3 in MeOH. The solution was stirred for 10 min to cleave the ester, and the solvent was removed in vacuo. The mate... Conditions: temperature 50 celsius, time 10 minute. The reactants are ClC1=C(C=C(C=C1C(C)CCO)C#N)NC1=NN2C(C(=N1)N(CC1=CC=C(C=C1)OC)C1CC1)=NC=C2C#N (2-((2-chloro-5-cyano-3-(4-hydroxybutan-2-yl)phenyl)amino)-4-(cyclopropyl(4-methoxybenzyl)amino)imidazo[2,1-f][1,2,4]triazine-7-carbonitrile), C1(=CC=CC=C1)OC (anisole), C(=O)(C(F)(F)F)O (TFA). Solvent: ClCCCl (DCE). As a reaction SMILES: [Cl:1][C:2]1[C:7]([CH:8]([CH2:10][CH2:11][OH:12])[CH3:9])=[CH:6][C:5]([C:13]#[N:14])=[CH:4][C:3]=1[NH:15][C:16]1[N:21]=[C:20]([N:22]([CH:32]2[CH2:34][CH2:33]2)CC2C=CC(OC)=CC=2)[C:19]2=[N:35][CH:36]=[C:37]([C:38]#[N:39])[N:18]2[N:17]=1.C1(OC)C=CC=CC=1.C(O)(C(F)(F)F)=O>ClCCCl>[Cl:1][C:2]1[C:7]([CH:8]([CH2:10][CH2:11][OH:12])[CH3:9])=[CH:6][C:5]([C:13]#[N:14])=[CH:4][C:3]=1[NH:15][C:16]1[N:21]=[C:20]([NH:22][CH:32]2[CH2:33][CH2:34]2)[C:19]2=[N:35][CH:36]=[C:37]([C:38]#[N:39])[N:18]2[N:17]=1.